From a dataset of the Open Reaction Database (ORD), a public repository of structured organic reaction records. describe an organic reaction: reactants, conditions, products, and yield The reactants are C(CCCCCCC\C=C/CCCCCCCC)(=O)O (oleic acid), CO (MeOH), TEA, C1CCC(CC1)N=C=NC2CCCCC2 (DCC), N[C@@H](C(C)C)CO (L-Valinol). Run in C(C)(=O)OCC (Ethyl acetate), N1=CC=CC=C1 (pyridine). Run at time 8 hour. Product: desired product, C(CCCCCCC\C=C/CCCCCCCC)(=O)N[C@@H](C(C)C)CO (oleoyl-valinol). As a reaction SMILES: [C:1]([OH:20])(=O)[CH2:2][CH2:3][CH2:4][CH2:5][CH2:6][CH2:7][CH2:8]/[CH:9]=[CH:10]\[CH2:11][CH2:12][CH2:13][CH2:14][CH2:15][CH2:16][CH2:17][CH3:18].C1CCC(N=C=NC2CCCCC2)CC1.CO.[NH2:38][C@H:39]([CH2:43][OH:44])[CH:40]([CH3:42])[CH3:41]>N1C=CC=CC=1.C(OCC)(=O)C>[C:1]([NH:38][C@H:39]([CH2:43][OH:44])[CH:40]([CH3:42])[CH3:41])(=[O:20])[CH2:2][CH2:3][CH2:4][CH2:5][CH2:6][CH2:7][CH2:8]/[CH:9]=[CH:10]\[CH2:11][CH2:12][CH2:13][CH2:14][CH2:15][CH2:16][CH2:17][CH3:18]. Reported procedure: In a round bottom flask, oleic acid (1) (1.53 g, 5.33 mmol) was dissolved in 20 ml of dry pyridine (over KOH). To the solution TEA (0.74 ml, 5.33 mmol), DCC (1.1 g, 5.33 mmol), and NHS (0.55 g, 4.85 mmol) were added. The mixture was stirred at room temperature for overnight. After confirming the total conversion of the acid to the NHS intermediate using TLC (5% MeOH), L-Valinol (0.5 g, 4.85 mmol) was added and the mixture was stirred for additional 24 hours. After completion of the reaction (TLC... Starting materials: C(C=C)OC=1C=C(C=CC(=O)O)C=CC1OC(C)=O (3-allyloxy-4-acetoxy-cinnamic acid), S(=O)(Cl)Cl (thionyl chloride), [N-]=[N+]=[N-].[Na+] (sodium azide). Solvent: C1=CC=CC=C1 (benzene). Run at time 48 hour. The product is C(C=C)OC=1C=C(C=CC(=O)N=[N+]=[N-])C=CC1OC(C)=O (3-Allyloxy-4-acetoxy-cinnamic acid azide). As a reaction SMILES: [CH2:1]([O:4][C:5]1[CH:6]=[C:7]([CH:13]=[CH:14][C:15]=1[O:16][C:17](=[O:19])[CH3:18])[CH:8]=[CH:9][C:10](O)=[O:11])[CH:2]=[CH2:3].S(Cl)(Cl)=O.[N-:24]=[N+:25]=[N-:26].[Na+]>C1C=CC=CC=1>[CH2:1]([O:4][C:5]1[CH:6]=[C:7]([CH:13]=[CH:14][C:15]=1[O:16][C:17](=[O:19])[CH3:18])[CH:8]=[CH:9][C:10]([N:24]=[N+:25]=[N-:26])=[O:11])[CH:2]=[CH2:3] |f:2.3|. Procedure details: 26.2 g (0.1 mol) of 3-allyloxy-4-acetoxy-cinnamic acid are suspended in 90 ml of benzene and 14.6 ml (0.2 mol) of thionyl chloride are added. The reaction mixture is heated to the boil under reflux for 30 minutes. Thereafter the solvent and the excess thionyl chloride are removed by distillation under reduced pressure. The crude 3-allyloxy-4-acetoxycinnamic acid chloride which is left is dissolved in 100 ml of absolute dimethoxyethane, 19.5 g (0.3 mol) of sodium azide are added and the reaction ... The reactants are CO, ClC(Cl)Cl, [Cl-], O=C(O)c1cc(Cl)sc1S(=O)(=O)Cl, Cl. The product is COC(=O)c1cc(Cl)sc1S(=O)(=O)Cl. As a reaction SMILES: [CH3:20][OH:21].[CH:15]([Cl:16])([Cl:17])[Cl:18].[Cl-:1].[Cl:2][c:3]1[cH:4][c:5]([C:12](=[O:13])[OH:14])[c:6]([S:8](=[O:9])(=[O:10])[Cl:11])[s:7]1.[ClH:19]>>[Cl:2][c:3]1[cH:4][c:5]([C:12](=[O:13])[O:14][CH3:15])[c:6]([S:8](=[O:9])(=[O:10])[Cl:11])[s:7]1. The reactants are C([O-])([O-])=O.[K+].[K+] (Potassium carbonate), C1(=CC=CC=C1)NC1=C(C=CC=C1)N (N-phenylphenylene diamine), BrCC(=O)N(C1=CC=CC=C1)C(C)C (2-bromo-N-isopropyl-N-phenyl acetamide). Run in CN(C)C=O (DMF), CN(C)C=O (DMF). Run at time 8 hour. The product is C(C)(C)N(C(CNC1=C(C=CC=C1)NC1=CC=CC=C1)=O)C1=CC=CC=C1 (N-isopropyl-N-phenyl-2-(2-phenylaminophenylamino)-acetamide). Yield: 56.1%. RXN SMILES: C(=O)([O-])[O-].[K+].[K+].[C:7]1([NH:13][C:14]2[CH:19]=[CH:18][CH:17]=[CH:16][C:15]=2[NH2:20])[CH:12]=[CH:11][CH:10]=[CH:9][CH:8]=1.Br[CH2:22][C:23]([N:25]([CH:32]([CH3:34])[CH3:33])[C:26]1[CH:31]=[CH:30][CH:29]=[CH:28][CH:27]=1)=[O:24]>CN(C=O)C>[CH:32]([N:25]([C:26]1[CH:31]=[CH:30][CH:29]=[CH:28][CH:27]=1)[C:23](=[O:24])[CH2:22][NH:20][C:15]1[CH:16]=[CH:17][CH:18]=[CH:19][C:14]=1[NH:13][C:7]1[CH:8]=[CH:9][CH:10]=[CH:11][CH:12]=1)([CH3:34])[CH3:33] |f:0.1.2|. Reported procedure: Potassium carbonate (6.9 g) was added to a solution of N-phenylphenylene diamine (9.2 g) in DMF and 2-bromo-N-isopropyl-N-phenyl acetamide (12.7 g) in DMF (200 ml) and the mixture was allowed to stir overnight. The DMF was evaporated in vacuo and the residue was dissolved in ethyl acetate (400 ml) and washed exhaustively with aqueous 1N HCl (4×250 ml). The organic layer was washed with water (2×200 ml), dried (Na2SO4) and evaporated to give 17.8 gm of crude alkylated product. The oil was purifie... The reactants are ClC1=C(C=NC2=CC(=C(C=C12)OC)OC)C#N (4-chloro-6,7-dimethoxy-3-quinolinecarbonitrile), product, NC1=CC2=C(N=CN2)C=C1 (5-aminobenzimdazole), Cl.N1=CC=CC=C1 (pyridine hydrochloride). Solvent: C(C)OCCO (2-ethoxyethanol). Product: N1C=NC2=C1C=CC(=C2)NC2=C(C=NC1=CC(=C(C=C21)OC)OC)C#N (4-(1H-Benzoimidazol-5-ylamino)-6,7-dimethoxy-quinoline-3-carbonitrile). RXN SMILES: Cl[C:2]1[C:11]2[C:6](=[CH:7][C:8]([O:14][CH3:15])=[C:9]([O:12][CH3:13])[CH:10]=2)[N:5]=[CH:4][C:3]=1[C:16]#[N:17].[NH2:18][C:19]1[CH:27]=[CH:26][C:22]2[N:23]=[CH:24][NH:25][C:21]=2[CH:20]=1.Cl.N1C=CC=CC=1>C(OCCO)C>[NH:23]1[C:22]2[CH:26]=[CH:27][C:19]([NH:18][C:2]3[C:11]4[C:6](=[CH:7][C:8]([O:14][CH3:15])=[C:9]([O:12][CH3:13])[CH:10]=4)[N:5]=[CH:4][C:3]=3[C:16]#[N:17])=[CH:20][C:21]=2[N:25]=[CH:24]1 |f:2.3|. Procedure: Using an analogous procedure to that described in Example 150, 248.7 mg (1 mmol) of 4-chloro-6,7-dimethoxy-3-quinolinecarbonitrile, 159.8 mg (1.2 mmol) of 5-aminobenzimdazole and 115.6 mg (1 mmol) of pyridine hydrochloride in 10 mL of 2-ethoxyethanol was refluxed for 1 hr. The work up gave 233.6 mg (67.7%) of the product as a brown solid, m.p. 230°0 C. (dce.), mass (electrospray, m/e): M+H 345.9. HRCIMS: calcd 346.1304 for C19H15N5O2 (M+), obsd 346.1325. RXN SMILES: [NH2:1][C:2]1[CH:10]=[CH:9][C:8]([I:11])=[CH:7][C:3]=1[C:4]([OH:6])=[O:5].C(=O)(O)[O-].[Na+].[Cl:17][C:18]1[CH:23]=[CH:22][CH:21]=[C:20]([Cl:24])[C:19]=1[N:25]=[C:26]=[O:27].Cl>O1CCOCC1.O>[Cl:17][C:18]1[CH:23]=[CH:22][CH:21]=[C:20]([Cl:24])[C:19]=1[NH:25][C:26](=[O:27])[NH:1][C:2]1[CH:10]=[CH:9][C:8]([I:11])=[CH:7][C:3]=1[C:4]([OH:6])=[O:5] |f:1.2,5.6|. Reaction conditions: time 8 hour. Solvent: O1CCOCC1.O (dioxane water). The reactants are Cl (HCl), ice, NC1=C(C(=O)O)C=C(C=C1)I (2-amino-5-iodobenzoic acid), C([O-])(O)=O.[Na+] (sodium bicarbonate), ClC1=C(C(=CC=C1)Cl)N=C=O (2,6-dichlorophenylisocyanate). Procedure: To an ice cooled solution of 2-amino-5-iodobenzoic acid (540 mg, 2.03 mmol) and sodium bicarbonate (170 mg, 2.03 mmol) in 9 mL of dioxane/water (2:1) was added 2,6-dichlorophenylisocyanate (468 mg, 2.44 mmol). The reaction was slowly warmed to room temperature while stirring overnight. The reaction mixture was acidified with 2N HCl and extracted with EtOAc. The product, which partially precipitated from the organic layer, was filtered and washed with EtOAc (173 mg). The filtrate was dried (MgSO4... Yield: 59.3%. The product is ClC1=C(C(=CC=C1)Cl)NC(NC1=C(C(=O)O)C=C(C=C1)I)=O (2-[3-(2,6-dichlorophenyl)ureido]-5-iodobenzoic acid). The reactants are [H-].C(C(C)C)[Al+]CC(C)C (diisobutylaluminum hydride), S(=O)([O-])[O-].[Na+].[Na+] (sodium sulfite), C(C)C=1SC(=CC1C(=O)OCC)C1CCOCC1 (ethyl 2-ethyl-5-(tetrahydro-2H-pyran-4-yl)thiophene-3-carboxylate), Cl (Hydrochloric acid), CC(=O)OI1(C=2C=CC=CC2C(=O)O1)(OC(=O)C)OC(=O)C (Dess-Martin reagent). Solvent: C1(=CC=CC=C1)C (toluene), O1CCCC1 (tetrahydrofuran), C(Cl)Cl (methylene chloride). Run at time 1 hour. The product is C(C)C=1SC(=CC1C=O)C1CCOCC1 (2-ethyl-5-(tetrahydro-2H-pyran-4-yl)thiophene-3-carbaldehyde). The yield is 61.3%. RXN SMILES: [CH2:1]([C:3]1[S:4][C:5]([CH:13]2[CH2:18][CH2:17][O:16][CH2:15][CH2:14]2)=[CH:6][C:7]=1[C:8](OCC)=[O:9])[CH3:2].[H-].C([Al+]CC(C)C)C(C)C.Cl.CC(OI1(OC(C)=O)(OC(C)=O)OC(=O)C2C=CC=CC1=2)=O.S([O-])([O-])=O.[Na+].[Na+]>O1CCCC1.C1(C)C=CC=CC=1.C(Cl)Cl>[CH2:1]([C:3]1[S:4][C:5]([CH:13]2[CH2:18][CH2:17][O:16][CH2:15][CH2:14]2)=[CH:6][C:7]=1[CH:8]=[O:9])[CH3:2] |f:1.2,5.6.7|. Procedure: To a solution (20 mL) of ethyl 2-ethyl-5-(tetrahydro-2H-pyran-4-yl)thiophene-3-carboxylate (1.35 g) synthesized above in tetrahydrofuran was added 1.5M diisobutylaluminum hydride in toluene solution (15.1 mL) at 0° C., and the mixture was stirred for 1 hr. 1N Hydrochloric acid was added to quench the reaction, the organic solvent was evaporated using evaporator, and the mixture was extracted with ethyl acetate. The extract was washed with saturated brine, dried over magnesium sulfate and concent... The reactants are C(C1=CC=CC=C1)(C1=CC=CC=C1)=NC=1C=C(C=CC1)[C@@]1(COC(C(N1)=S)(C)C)C ((R)-5-[3-(benzhydrylidene-amino)-phenyl]-2,2,5-trimethyl-morpholin-3-thione), Cl (hydrochloric acid). Yields the product NC=1C=C(C=CC1)[C@@]1(COC(C(N1)=S)(C)C)C ((R)-5-(3-Amino-phenyl)-2,2,5-trimethyl-morpholine-3-thione). RXN SMILES: C(=[N:14][C:15]1[CH:16]=[C:17]([C@@:21]2([CH3:30])[NH:26][C:25](=[S:27])[C:24]([CH3:29])([CH3:28])[O:23][CH2:22]2)[CH:18]=[CH:19][CH:20]=1)(C1C=CC=CC=1)C1C=CC=CC=1.Cl>>[NH2:14][C:15]1[CH:16]=[C:17]([C@@:21]2([CH3:30])[NH:26][C:25](=[S:27])[C:24]([CH3:29])([CH3:28])[O:23][CH2:22]2)[CH:18]=[CH:19][CH:20]=1. Procedure: In analogy to step h) in the synthesis of Building block K, the hydrolysis of (R)-5-[3-(benzhydrylidene-amino)-phenyl]-2,2,5-trimethyl-morpholin-3-thione with hydrochloric acid yielded the title compound (Building block L) as an off-white solid (86% of theory). Mass (calculated) C13H18N2OS [250.37]; (found) [M+H]+=251.